This data is from the Open Reaction Database (ORD), a public repository of structured organic reaction records. The task is: describe an organic reaction: reactants, conditions, products, and yield The reactants are C1(=CC=CC=C1)S(=O)(=O)CC1=CC=C(C(=C1C(=O)OCC)O)C1=COC=C1 (ethyl 6-(benzenesulphonylmethyl)-3-(furan-3-yl)-2-hydroxybenzoate), O1C=C(C=C1)B(O)O (furan-3-yl boronic acid), BrC=1C(=C(C(=O)OC)C(=CC1)CS(=O)(=O)C1=CC(=CC=C1)F)OC (methyl 3-bromo-6-(3-fluorobenzenesulphonylmethyl)-2-methoxybenzoate), BrC=1C(=C(C(=O)OC)C(=CC1)CS(=O)(=O)C1=CC(=CC=C1)F)OC (methyl 3-bromo-6-(3-fluorobenzenesulphonylmethyl)-2-methoxybenzoate). Reported procedure: Prepared by proceeding in a similar manner to Intermediate 36, starting from methyl 3-bromo-6-(3-fluorobenzenesulphonylmethyl)-2-methoxybenzoate (Intermediate 99) and furan-3-yl boronic acid. RXN SMILES: C1(S(CC2C(C(OCC)=O)=C(O)C([C:23]3[CH:27]=[CH:26][O:25][CH:24]=3)=CC=2)(=O)=O)C=CC=CC=1.Br[C:29]1[C:30]([O:50][CH3:51])=[C:31]([C:36]([CH2:39][S:40]([C:43]2[CH:48]=[CH:47][CH:46]=[C:45]([F:49])[CH:44]=2)(=[O:42])=[O:41])=[CH:37][CH:38]=1)[C:32]([O:34][CH3:35])=[O:33].O1C=CC(B(O)O)=C1>>[F:49][C:45]1[CH:44]=[C:43]([S:40]([CH2:39][C:36]2[C:31]([C:32]([O:34][CH3:35])=[O:33])=[C:30]([O:50][CH3:51])[C:29]([C:23]3[CH:27]=[CH:26][O:25][CH:24]=3)=[CH:38][CH:37]=2)(=[O:42])=[O:41])[CH:48]=[CH:47][CH:46]=1. The product is FC=1C=C(C=CC1)S(=O)(=O)CC1=CC=C(C(=C1C(=O)OC)OC)C1=COC=C1 (Methyl 6-(3-fluorobenzenesulphonylmethyl)-3-(furan-3-yl)-2-methoxybenzoate). Reactants: N1N=C(C=C1)B(O)O (1H-pyrazol-3-ylboronic acid), BrC=1C=C2C(=CC(N(C2=CC1)CCCCNC(=O)N1CC2=CC=CC=C2C1)=O)CCCO (N-(4-(6-bromo-4-(3-hydroxypropyl)-2-oxoquinolin-1(2H)-yl)butyl)isoindoline-2-carboxamide), BrC=1C=C2CN(CC2=CC1)C(=O)NC1=CC=C(C=C1)C(NCCC)=O (5-bromo-N-(4-(propylcarbamoyl)phenyl)isoindoline-2-carboxamide). The product is C(C)(=O)C=1C=C(C=CC1)C=1C=C2C(=CC(N(C2=CC1)CCCCNC(=O)N1CC2=CC=CC=C2C1)=O)CCCO (N-{4-[6-(3-acetylphenyl)-4-(3-hydroxypropyl)-2-oxoquinolin-1(2H)-yl]butyl}-1,3-dihydro-2H-isoindole-2-carboxamide). Reaction SMILES: N1C=C[C:3](B(O)O)=N1.Br[C:10]1[CH:11]=[C:12]2[C:17](=[CH:18][CH:19]=1)[N:16]([CH2:20][CH2:21][CH2:22][CH2:23][NH:24][C:25]([N:27]1[CH2:35][C:34]3[C:29](=[CH:30][CH:31]=[CH:32][CH:33]=3)[CH2:28]1)=[O:26])[C:15](=[O:36])[CH:14]=[C:13]2[CH2:37][CH2:38][CH2:39][OH:40].BrC1C=C2C(=CC=1)CN(C(N[C:54]1[CH:59]=[CH:58][C:57]([C:60](=[O:65])NCCC)=[CH:56][CH:55]=1)=O)C2>>[C:60]([C:57]1[CH:58]=[C:59]([C:10]2[CH:11]=[C:12]3[C:17](=[CH:18][CH:19]=2)[N:16]([CH2:20][CH2:21][CH2:22][CH2:23][NH:24][C:25]([N:27]2[CH2:28][C:29]4[C:34](=[CH:33][CH:32]=[CH:31][CH:30]=4)[CH2:35]2)=[O:26])[C:15](=[O:36])[CH:14]=[C:13]3[CH2:37][CH2:38][CH2:39][OH:40])[CH:54]=[CH:55][CH:56]=1)(=[O:65])[CH3:3]. Procedure: The title compound was prepared as described in Example 280, substituting 3-acetylphenylboronic acid for 1H-pyrazol-3-ylboronic acid and N-(4-(6-bromo-4-(3-hydroxypropyl)-2-oxoquinolin-1(2H)-yl)butyl)isoindoline-2-carboxamide for 5-bromo-N-(4-(propylcarbamoyl)phenyl)isoindoline-2-carboxamide. 1H NMR (400 MHz, CDCl3) δ ppm 8.24 (s, 1H), 8.08 (d, J=2.0 Hz, 1H), 7.96 (d, J=7.9 Hz, 1H), 7.87-7.79 (m, 2H), 7.58 (t, J=7.7 Hz, 1H), 7.54 (d, J=8.8 Hz, 1H), 7.28 (s, 4H), 6.71 (s, 1H), 4.74 (s, 4H), 4.41 ... The reactants are C(C)(C)(C)OC(=O)C1C=2N(CC1)C(=CC2C(=O)OC(C)(C)C)C(C2=CC=C(C=C2)F)=O (t-Butyl-5-(p-fluorobenzoyl)-7-t-butoxycarbonyl-1,2-dihydro-3H-pyrrolo[1,2-a]pyrrole-1-carboxylate). Solvent: FC(C(=O)O)(F)F (trifluoroacetic acid). Yields the product FC1=CC=C(C(=O)C2=CC=C3N2CCC3C(=O)O)C=C1 (5-(p-fluorobenzoyl)-1,2-dihydro-3H-pyrrolo[1,2-a]pyrrole-1-carboxylic acid). Reaction SMILES: C([O:5][C:6]([CH:8]1[CH2:12][CH2:11][N:10]2[C:13]([C:23](=[O:31])[C:24]3[CH:29]=[CH:28][C:27]([F:30])=[CH:26][CH:25]=3)=[CH:14][C:15](C(OC(C)(C)C)=O)=[C:9]12)=[O:7])(C)(C)C>FC(F)(F)C(O)=O>[F:30][C:27]1[CH:28]=[CH:29][C:24]([C:23]([C:13]2[N:10]3[CH2:11][CH2:12][CH:8]([C:6]([OH:7])=[O:5])[C:9]3=[CH:15][CH:14]=2)=[O:31])=[CH:25][CH:26]=1. Procedure: t-Butyl-5-(p-fluorobenzoyl)-7-t-butoxycarbonyl-1,2-dihydro-3H-pyrrolo[1,2-a]pyrrole-1-carboxylate (1 mmole) is dissolved in 5 ml of trifluoroacetic acid. The reaction mixture is heated at reflux for 5 hours before it is evaporated in vacuo to remove most of the solvent. The resulting oil is triturated with about 10 ml of water, filtered and dried in vacuo to afford 5-(p-fluorobenzoyl)-1,2-dihydro-3H-pyrrolo[1,2-a]pyrrole-1-carboxylic acid. Starting materials: C(O)([O-])=O.[Na+] (sodium hydrogen carbonate), FC(C(=O)O)(F)F.OC1=C(C#N)C(=C(C=N1)C1=NN(C=C1)C)OC (2-hydroxy-4-methoxy-5-(1-methyl-1H-pyrazol-3-yl)nicotinonitrile trifluoroacetate), FC1=C(C#N)C=CC=N1 (2-fluoronicotinonitrile), C([O-])([O-])=O.[Cs+].[Cs+] (cesium carbonate). The solvent is CN(C=O)C (N,N-dimethylformamide). Conditions: time 16 hour. Yields the product COC1=C(C(N(C=C1C1=NN(C=C1)C)C1=NC=CC=C1C#N)=O)C#N (4-methoxy-5-(1-methyl-1H-pyrazol-3-yl)-2-oxo-2H-[1,2′-bipyridine]-3,3′-dicarbonitrile). Yield: 62.2%. RXN SMILES: FC(F)(F)C(O)=O.[OH:8][C:9]1[N:16]=[CH:15][C:14]([C:17]2[CH:21]=[CH:20][N:19]([CH3:22])[N:18]=2)=[C:13]([O:23][CH3:24])[C:10]=1[C:11]#[N:12].F[C:26]1[N:33]=[CH:32][CH:31]=[CH:30][C:27]=1[C:28]#[N:29].C(=O)([O-])[O-].[Cs+].[Cs+].C(=O)([O-])O.[Na+]>CN(C)C=O>[CH3:24][O:23][C:13]1[C:14]([C:17]2[CH:21]=[CH:20][N:19]([CH3:22])[N:18]=2)=[CH:15][N:16]([C:26]2[C:27]([C:28]#[N:29])=[CH:30][CH:31]=[CH:32][N:33]=2)[C:9](=[O:8])[C:10]=1[C:11]#[N:12] |f:0.1,3.4.5,6.7|. Procedure: A mixture of 2-hydroxy-4-methoxy-5-(1-methyl-1H-pyrazol-3-yl)nicotinonitrile trifluoroacetate obtained in Step D (0.20 g), 2-fluoronicotinonitrile (0.710 g), cesium carbonate (0.45 g) and N,N-dimethylformamide (30 mL) was stirred at room temperature for 16 hr. The reaction mixture was slowly poured into saturated sodium hydrogen carbonate solution, and the mixture was extracted with ethyl acetate. The extract was washed with saturated brine, and dried over anhydrous magnesium sulfate, and the so... The reactants are CN(C=1SC2=C(C(N1)=O)C=CC=N2)C2=CC=C(C(=O)OCC)C=C2 (ethyl 4-[N-methyl-N-(4-oxo-4H-pyrido[3,2-e]-1,3-thiazin-2-yl)amino]benzoate), aqueous solution, [OH-].[Na+] (sodium hydroxide). Solvent: C(C)O (ethanol). The product is CN(C=1SC2=C(C(N1)=O)C=CC=N2)C2=CC=C(C(=O)O)C=C2 (4-(N-methyl-N-(4-oxo-4H-pyrido[3,2-e]-1,3-thiazin-2-yl)amino]benzoic acid). Reaction SMILES: [CH3:1][N:2]([C:14]1[CH:24]=[CH:23][C:17]([C:18]([O:20]CC)=[O:19])=[CH:16][CH:15]=1)[C:3]1[S:4][C:5]2[N:13]=[CH:12][CH:11]=[CH:10][C:6]=2[C:7](=[O:9])[N:8]=1.[OH-].[Na+]>C(O)C>[CH3:1][N:2]([C:14]1[CH:24]=[CH:23][C:17]([C:18]([OH:20])=[O:19])=[CH:16][CH:15]=1)[C:3]1[S:4][C:5]2[N:13]=[CH:12][CH:11]=[CH:10][C:6]=2[C:7](=[O:9])[N:8]=1 |f:1.2|. Reported procedure: The reaction procedure of Example 116 was followed except that 70 mg g of ethyl 4-[N-methyl-N-(4-oxo-4H-pyrido[3,2-e]-1,3-thiazin-2-yl)amino]benzoate, 0.9 ml of ethanol and 0.9 ml of a 0.25 N aqueous solution of sodium hydroxide were used. As a result, 61 mg of 4-(N-methyl-N-(4-oxo-4H-pyrido[3,2-e]-1,3-thiazin-2-yl)amino]benzoic acid was obtained. Reactants: CC(C)(C)OC(=O)NCCc1ccccc1Br, C1CCOC1, [H-], CI, [Na+], O. Yields the product CN(CCc1ccccc1Br)C(=O)OC(C)(C)C. RXN SMILES: [Br:1][c:2]1[c:3]([CH2:8][CH2:9][NH:10][C:11]([O:12][C:13]([CH3:14])([CH3:15])[CH3:16])=[O:17])[cH:4][cH:5][cH:6][cH:7]1.[CH2:23]1[O:24][CH2:25][CH2:26][CH2:27]1.[H-:18].[I:20][CH3:21].[Na+:19].[OH2:22]>>[Br:1][c:2]1[c:3]([CH2:8][CH2:9][N:10]([C:11]([O:12][C:13]([CH3:14])([CH3:15])[CH3:16])=[O:17])[CH3:21])[cH:4][cH:5][cH:6][cH:7]1. Starting materials: CCOC(=O)Cc1ccc(-c2ccc(C(CC)(CC)c3ccc(C=CC(O)(C(F)(F)F)C(F)(F)F)c(C)c3)cc2C)nc1, CO, Cl, [Na+], [OH-]. As a reaction SMILES: [CH2:3]([CH3:4])[O:5][C:6]([CH2:7][c:8]1[cH:9][n:10][c:11](-[c:14]2[c:15]([CH3:44])[cH:16][c:17]([C:20]([CH2:21][CH3:22])([c:23]3[cH:24][c:25]([CH3:41])[c:26]([CH:29]=[CH:30][C:31]([C:32]([F:33])([F:34])[F:35])([C:36]([F:37])([F:38])[F:39])[OH:40])[cH:27][cH:28]3)[CH2:42][CH3:43])[cH:18][cH:19]2)[cH:12][cH:13]1)=[O:45].[CH3:47][OH:48].[ClH:46].[Na+:2].[OH-:1]>>[O:5]=[C:6]([CH2:7][c:8]1[cH:9][n:10][c:11](-[c:14]2[c:15]([CH3:44])[cH:16][c:17]([C:20]([CH2:21][CH3:22])([c:23]3[cH:24][c:25]([CH3:41])[c:26]([CH:29]=[CH:30][C:31]([C:32]([F:33])([F:34])[F:35])([C:36]([F:37])([F:38])[F:39])[OH:40])[cH:27][cH:28]3)[CH2:42][CH3:43])[cH:18][cH:19]2)[cH:12][cH:13]1)[OH:45]. Product: CCC(CC)(c1ccc(C=CC(O)(C(F)(F)F)C(F)(F)F)c(C)c1)c1ccc(-c2ccc(CC(=O)O)cn2)c(C)c1. Starting materials: ClC1=CC(=CC(=N1)NC(=O)C1(CC1)C1=CC2=C(CCO2)C=C1)C (N-(6-chloro-4-methylpyridin-2-yl)-1-(2,3-dihydrobenzofuran-6-yl)cyclopropanecarboxamide), COC1=NC=C(C=C1)B(O)O (2-methoxypyridine-5-boronic acid). The reagents and catalysts are C=1C=CC(=CC1)[P](C=2C=CC=CC2)(C=3C=CC=CC3)[Pd]([P](C=4C=CC=CC4)(C=5C=CC=CC5)C=6C=CC=CC6)([P](C=7C=CC=CC7)(C=8C=CC=CC8)C=9C=CC=CC9)[P](C=1C=CC=CC1)(C=1C=CC=CC1)C=1C=CC=CC1 (tetrakis(triphenylphosphine)palladium). Run in COCCOC (1,2-dimethoxyethane), C(=O)([O-])[O-].[Na+].[Na+] (Na2CO3), C(C)(=O)OCC (ethyl acetate). Run at temperature 80 celsius, time 16 hour. Yields the product O1CCC2=C1C=C(C=C2)C2(CC2)C(=O)NC2=CC(=CC(=N2)C=2C=NC(=CC2)OC)C (1-(2,3-dihydrobenzofuran-6-yl)-N-(6′-methoxy-4-methyl-2,3′-bipyridin-6-yl)cyclopropanecarboxamide). Isolated yield 33.2%. RXN SMILES: Cl[C:2]1[N:7]=[C:6]([NH:8][C:9]([C:11]2([C:14]3[CH:22]=[CH:21][C:17]4[CH2:18][CH2:19][O:20][C:16]=4[CH:15]=3)[CH2:13][CH2:12]2)=[O:10])[CH:5]=[C:4]([CH3:23])[CH:3]=1.[CH3:24][O:25][C:26]1[CH:31]=[CH:30][C:29](B(O)O)=[CH:28][N:27]=1>COCCOC.C([O-])([O-])=O.[Na+].[Na+].C(OCC)(=O)C.C1C=CC([P]([Pd]([P](C2C=CC=CC=2)(C2C=CC=CC=2)C2C=CC=CC=2)([P](C2C=CC=CC=2)(C2C=CC=CC=2)C2C=CC=CC=2)[P](C2C=CC=CC=2)(C2C=CC=CC=2)C2C=CC=CC=2)(C2C=CC=CC=2)C2C=CC=CC=2)=CC=1>[O:20]1[C:16]2[CH:15]=[C:14]([C:11]3([C:9]([NH:8][C:6]4[N:7]=[C:2]([C:29]5[CH:28]=[N:27][C:26]([O:25][CH3:24])=[CH:31][CH:30]=5)[CH:3]=[C:4]([CH3:23])[CH:5]=4)=[O:10])[CH2:13][CH2:12]3)[CH:22]=[CH:21][C:17]=2[CH2:18][CH2:19]1 |f:3.4.5,^1:56,58,77,96|. Procedure details: A mixture of N-(6-chloro-4-methylpyridin-2-yl)-1-(2,3-dihydrobenzofuran-6-yl)cyclopropanecarboxamide (50.0 mg, 0.15 mmol), 2-methoxypyridine-5-boronic acid (23.0 mg, 0.15 mmol), and tetrakis(triphenylphosphine)palladium (0) (8.8 mg, 0.0076 mmol) in 1,2-dimethoxyethane (1.0 mL) and 2 M Na2CO3 (0.2 mL) was stirred at 80° C. for 16 hours under N2 atmosphere. The reaction mixture was diluted with ethyl acetate (5 mL), dried over Na2SO4, filtered and evaporated under reduced pressure. The crude produ...